This data is from the Open Reaction Database (ORD), a public repository of structured organic reaction records. The task is: describe an organic reaction: reactants, conditions, products, and yield The reactants are C1CCOC1, COCc1nc(N(CC(Cc2ccc(C(F)(F)F)cc2)NCCN2CCOCC2)C(C)=O)sc1-c1nc2ccncc2s1, Cl, [Na+], [OH-]. The product is COCc1nc(NCC(Cc2ccc(C(F)(F)F)cc2)NCCN2CCOCC2)sc1-c1nc2ccncc2s1. RXN SMILES: [CH2:44]1[O:45][CH2:46][CH2:47][CH2:48]1.[CH3:1][O:2][CH2:3][c:4]1[n:5][c:6]([N:18]([C:19](=[O:20])[CH3:21])[CH2:22][CH:23]([CH2:24][c:25]2[cH:26][cH:27][c:28]([C:31]([F:32])([F:33])[F:34])[cH:29][cH:30]2)[NH:35][CH2:36][CH2:37][N:38]2[CH2:39][CH2:40][O:41][CH2:42][CH2:43]2)[s:7][c:8]1-[c:9]1[s:10][c:11]2[cH:12][n:13][cH:14][cH:15][c:16]2[n:17]1.[ClH:49].[Na+:51].[OH-:50]>>[CH3:1][O:2][CH2:3][c:4]1[n:5][c:6]([NH:18][CH2:22][CH:23]([CH2:24][c:25]2[cH:26][cH:27][c:28]([C:31]([F:32])([F:33])[F:34])[cH:29][cH:30]2)[NH:35][CH2:36][CH2:37][N:38]2[CH2:39][CH2:40][O:41][CH2:42][CH2:43]2)[s:7][c:8]1-[c:9]1[s:10][c:11]2[cH:12][n:13][cH:14][cH:15][c:16]2[n:17]1. Procedure details: Formaldehyde (2.6 mL) is added to morpholine (2.7 mL) at 0° C. Ethanol (10 mL) is then added followed by addition of N-(4-chlorobenzyl)-4-hydroxythieno[2,3-b]pyridine-5-carboxamide (1.00 g) from Example No. 1. Acetic acid (2 mL) is added, and the reaction mixture is allowed to warm to rt and then refluxed for 18 h. Additional morpholine (2.7 mL) and formaldehyde (2.6 mL) are added and the reaction is refluxed for an additional 24 h. The reaction mixture is allowed to cool to room temperature and... As a reaction SMILES: C=O.[NH:3]1[CH2:8][CH2:7][O:6][CH2:5][CH2:4]1.[CH2:9](O)C.[Cl:12][C:13]1[CH:32]=[CH:31][C:16]([CH2:17][NH:18][C:19]([C:21]2[C:22]([OH:30])=[C:23]3[CH:29]=[CH:28][S:27][C:24]3=[N:25][CH:26]=2)=[O:20])=[CH:15][CH:14]=1>C(O)(=O)C>[Cl:12][C:13]1[CH:14]=[CH:15][C:16]([CH2:17][NH:18][C:19]([C:21]2[C:22]([OH:30])=[C:23]3[CH:29]=[C:28]([CH2:9][N:3]4[CH2:8][CH2:7][O:6][CH2:5][CH2:4]4)[S:27][C:24]3=[N:25][CH:26]=2)=[O:20])=[CH:31][CH:32]=1. Isolated yield 55.0%. The solvent is C(C)(=O)O (Acetic acid). Yields the product ClC1=CC=C(CNC(=O)C=2C(=C3C(=NC2)SC(=C3)CN3CCOCC3)O)C=C1 (N-(4-Chlorobenzyl)-4-hydroxy-2-(4-morpholinylmethyl)thieno[2,3-b]pyridine-5-carboxamide). Starting materials: N1CCOCC1 (morpholine), C=O (formaldehyde), ClC1=CC=C(CNC(=O)C=2C(=C3C(=NC2)SC=C3)O)C=C1 (N-(4-chlorobenzyl)-4-hydroxythieno[2,3-b]pyridine-5-carboxamide), C=O (Formaldehyde), N1CCOCC1 (morpholine), C(C)O (Ethanol).